From a dataset of the Open Reaction Database (ORD), a public repository of structured organic reaction records. describe an organic reaction: reactants, conditions, products, and yield Starting materials: CCO, O=C1Nc2cc(Br)c(Br)cc2N(C(=O)CCl)c2ncccc21, OCCN1CCNCC1. Yields the product O=C1Nc2cc(Br)c(Br)cc2N(C(=O)CN2CCN(CCO)CC2)c2ncccc21. RXN SMILES: [CH3:32][CH2:33][OH:34].[Cl:1][CH2:2][C:3](=[O:4])[N:5]1[c:6]2[c:7]([cH:19][cH:20][cH:21][n:22]2)[C:8](=[O:18])[NH:9][c:10]2[c:11]1[cH:12][c:13]([Br:17])[c:14]([Br:16])[cH:15]2.[OH:23][CH2:24][CH2:25][N:26]1[CH2:27][CH2:28][NH:29][CH2:30][CH2:31]1>>[CH2:2]([C:3](=[O:4])[N:5]1[c:6]2[c:7]([cH:19][cH:20][cH:21][n:22]2)[C:8](=[O:18])[NH:9][c:10]2[c:11]1[cH:12][c:13]([Br:17])[c:14]([Br:16])[cH:15]2)[N:29]1[CH2:28][CH2:27][N:26]([CH2:25][CH2:24][OH:23])[CH2:31][CH2:30]1. The reactants are product, B(Br)(Br)Br (boron tribromide), COC=1C(=CC=CC1)C1=CC=C(C=C1)F (4′-fluoro[1,1′-biphenyl]-2-yl methyl ether), Br.[NH+]1=CC=CC=C1 (pyridinium hydrobromide), O.C(C)(=O)O.C(C)OCC (water acetic acid diethyl ether). The solvent is ClCCl (dichloromethane), ClCCl (dichloromethane). Conditions: time 18 hour. Product: BrC1=CC=C(C(=C1)C1=CC=C(C=C1)F)O (5-bromo-4′-fluoro[1,1′-biphenyl]-2-ol). As a reaction SMILES: C[O:2][C:3]1[C:4]([C:9]2[CH:14]=[CH:13][C:12]([F:15])=[CH:11][CH:10]=2)=[CH:5][CH:6]=[CH:7][CH:8]=1.Br.[NH+]1C=CC=CC=1.O.C(O)(=O)C.C(OCC)C.B(Br)(Br)[Br:34]>ClCCl>[Br:34][C:6]1[CH:5]=[C:4]([C:9]2[CH:14]=[CH:13][C:12]([F:15])=[CH:11][CH:10]=2)[C:3]([OH:2])=[CH:8][CH:7]=1 |f:1.2,3.4.5|. Reported procedure: A mixture of 4′-fluoro[1,1′-biphenyl]-2-yl methyl ether (107 g), pyridinium hydrobromide perbromide (34.0 g) and water-acetic acid-diethyl ether mixed solution (1:4:5, 500 ml) was stirred for 18 h at room temperature. Hypowater was added to the reaction mixture and the mixture was concentrated. The resulting crystals were collected by filtration to give a crude product (15.2 g) of 5-bromo-4′-fluoro[1,1′-biphenyl]-2-yl methyl ether as a yellow solid. To a solution of this product (14.1 g) in dich... Reactants: ClC1=C(C=C2C(C(=CN(C2=C1)CC)C(=O)O)=O)F (7-chloro-1-ethyl-6-fluoro-1,4-dihydro-4-oxo-3-quinolinecarboxylic acid), N1=CC(=CC=C1)C (β-picoline), NCC1CNCC1C (3-aminomethyl-4-methylpyrrolidine). The solvent is N (ammonia). The product is NCC1CN(CC1C)C1=C(C=C2C(C(=CN(C2=C1)CC)C(=O)O)=O)F (7-(3-Aminomethyl-4-methyl-1-pyrrolidinyl)-1-ethyl-6-fluoro-1,4-dihydro-4-oxo-3-quinolinecarboxylic acid). Isolated yield 21.7%. Reaction SMILES: Cl[C:2]1[CH:11]=[C:10]2[C:5]([C:6](=[O:17])[C:7]([C:14]([OH:16])=[O:15])=[CH:8][N:9]2[CH2:12][CH3:13])=[CH:4][C:3]=1[F:18].N1C=CC=C(C)C=1.[NH2:26][CH2:27][CH:28]1[CH:32]([CH3:33])[CH2:31][NH:30][CH2:29]1>N>[NH2:26][CH2:27][CH:28]1[CH:32]([CH3:33])[CH2:31][N:30]([C:2]2[CH:11]=[C:10]3[C:5]([C:6](=[O:17])[C:7]([C:14]([OH:16])=[O:15])=[CH:8][N:9]3[CH2:12][CH3:13])=[CH:4][C:3]=2[F:18])[CH2:29]1. Procedure: A mixture of 7-chloro-1-ethyl-6-fluoro-1,4-dihydro-4-oxo-3-quinolinecarboxylic acid (0.5 g), β-picoline (11 ml) and 3-aminomethyl-4-methylpyrrolidine (0.5 g) was refluxed for 8.5 hours, then the reacting mixture was cooled to room temperature. To the mixture was added concentrated aqueous ammonia (100 ml) and concentrated under reduced pressure. To the residue was added dichloromethane-ether (1:3, 37 ml), the resulting precipitate was collected by filtration, washed with ethanol-ether (1:3), rec... The reactants are N1(CCOCC1)CC=1C(=C(OC1)C1=CC=NC=C1)C=1C=C2CCC(C2=CC1)=O (5-(4-Morpholin-4-ylmethyl-2-pyridin-4-yl-furan-3-yl)-indan-1-one), NO (hydroxylamine), C(C)O (ethanol). Product: N1(CCOCC1)CC1=CC(=C(O1)C1=CC=NC=C1)C=1C=C2CCC(C2=CC1)=NO (5-(5-Morpholin-4-ylmethyl-2-pyridin-4-yl-furan-3-yl)-indan-1-one oxime). Yield: 64.0%. RXN SMILES: N1(C[C:8]2[C:9]([C:19]3[CH:20]=[C:21]4[C:25](=[CH:26][CH:27]=3)[C:24](=O)[CH2:23][CH2:22]4)=[C:10]([C:13]3[CH:18]=[CH:17][N:16]=[CH:15][CH:14]=3)[O:11][CH:12]=2)CCOCC1.[NH2:29][OH:30].[CH2:31]([OH:33])[CH3:32]>>[N:16]1([CH2:17][C:12]2[O:11][C:10]([C:13]3[CH:18]=[CH:17][N:16]=[CH:15][CH:14]=3)=[C:9]([C:19]3[CH:27]=[C:26]4[C:23](=[CH:24][CH:20]=3)[C:22](=[N:29][OH:30])[CH2:21][CH2:25]4)[CH:8]=2)[CH2:15][CH2:14][O:33][CH2:31][CH2:32]1. Reported procedure: The product of Step 2 (180 mg, 0.4 mmol) in ethanol (4 ml) containing aqueous hydroxylamine (2 ml, 50% in water) was heated under reflux for 1 hour. After cooling to room temperature, the mixture was concentrated in vacuo and the residue co-evaporated with ethanol (3×5 ml). The residue was purified by silica gel chromatography eluting with a 0.1:1:20 mixture of 0.880 ammonia solution:ethanol:chloroform to give the title compound (100 mg, 64%); MS(ES+) m/e 390 [M+H]+. The reactants are BrC=1C=CC=C2C(CC3(CCN(CC3)C(NC3C4CC5CC(CC3C5)C4)=O)C12)CC(=O)O ((±)-2-(7-bromo-1′-((2-adamantyl)carbamoyl)-2,3-dihydrospiro[indene-1,4′-piperidine]-3-yl)acetic acid), N (NH3). Run in O1CCOCC1 (dioxane). Product: NC(CC1CC2(CCN(CC2)C(=O)NC2C3CC4CC(CC2C4)C3)C3=C(C=CC=C13)Br)=O ((±)-3-(2-amino-2-oxoethyl)-7-bromo-N-(2-adamantyl)-2,3-dihydrospiro[indene-1,4′-piperidine]-1′-carboxamide). As a reaction SMILES: [Br:1][C:2]1[CH:3]=[CH:4][CH:5]=[C:6]2[C:28]=1[C:9]1([CH2:14][CH2:13][N:12]([C:15](=[O:27])[NH:16][CH:17]3[CH:24]4[CH2:25][CH:20]5[CH2:21][CH:22]([CH2:26][CH:18]3[CH2:19]5)[CH2:23]4)[CH2:11][CH2:10]1)[CH2:8][CH:7]2[CH2:29][C:30](O)=[O:31].[NH3:33]>O1CCOCC1>[NH2:33][C:30](=[O:31])[CH2:29][CH:7]1[C:6]2[C:28](=[C:2]([Br:1])[CH:3]=[CH:4][CH:5]=2)[C:9]2([CH2:10][CH2:11][N:12]([C:15]([NH:16][CH:17]3[CH:24]4[CH2:23][CH:22]5[CH2:21][CH:20]([CH2:19][CH:18]3[CH2:26]5)[CH2:25]4)=[O:27])[CH2:13][CH2:14]2)[CH2:8]1. Reported procedure: The title compound was prepared from (±)-2-(7-bromo-1′-((2-adamantyl)carbamoyl)-2,3-dihydrospiro[indene-1,4′-piperidine]-3-yl)acetic acid following a procedure analogous to that described in Example 127 except that 0.5 M NH3 in dioxane was used in place of NH3 gas. Starting materials: CN(C(OC(C)(C)C)=O)CC1=C2C(=NN(C2=CC=C1)C1OCCCC1)C (tert-butyl methyl((3-methyl-1-(tetrahydro-2H-pyran-2-yl)-1H-indazol-4-yl)methyl)carbamate). Run in C(Cl)Cl (DCM), C(=O)(C(F)(F)F)O (TFA). Reaction conditions: time 8 hour. Product: CNCC1=C2C(=NNC2=CC=C1)C (N-Methyl-1-(3-methyl-1H-indazol-4-yl)methanamine). Yield: 74.4%. As a reaction SMILES: [CH3:1][N:2]([CH2:10][C:11]1[CH:19]=[CH:18][CH:17]=[C:16]2[C:12]=1[C:13]([CH3:26])=[N:14][N:15]2C1CCCCO1)C(=O)OC(C)(C)C>C(Cl)Cl.C(O)(C(F)(F)F)=O>[CH3:1][NH:2][CH2:10][C:11]1[CH:19]=[CH:18][CH:17]=[C:16]2[C:12]=1[C:13]([CH3:26])=[N:14][NH:15]2. Reported procedure: A mixture of tert-butyl methyl((3-methyl-1-(tetrahydro-2H-pyran-2-yl)-1H-indazol-4-yl)methyl)carbamate (85 mg, 0.23 mmol) in DCM (8 mL) and TFA (1 mL) was stirred at RT overnight. The reaction mixture was concentrated in vacuo. The residue was purified SiO2 chromatography eluting with petroleum ether:EtOAc to afford N-methyl-1-(3-methyl-1H-indazol-4-yl)methanamine (109) as white solid (30 mg, 72.4%). MS (ESI): m/z=176 [M+1]+. The reactants are C(C(C)C)N1N=C(C=C(C1=O)COS(=O)(=O)C)C1=CC=C(C=C1)SC (2-isobutyl-4-methanesulfonyloxymethyl-6-[4-(methylthio)phenyl]-2H-pyridazin-3-one), C(C#C)N (propargylamine). The product is C(C(C)C)N1N=C(C=C(C1=O)CNCC#C)C1=CC=C(C=C1)SC (2-isobutyl-6-[4-(methylthio)phenyl]-4-propargylaminomethyl-2H-pyridazin-3-one). Isolated yield 52.2%. Reaction SMILES: [CH2:1]([N:5]1[C:10](=[O:11])[C:9]([CH2:12]OS(C)(=O)=O)=[CH:8][C:7]([C:18]2[CH:23]=[CH:22][C:21]([S:24][CH3:25])=[CH:20][CH:19]=2)=[N:6]1)[CH:2]([CH3:4])[CH3:3].[CH2:26]([NH2:29])[C:27]#[CH:28]>>[CH2:1]([N:5]1[C:10](=[O:11])[C:9]([CH2:12][NH:29][CH2:26][C:27]#[CH:28])=[CH:8][C:7]([C:18]2[CH:23]=[CH:22][C:21]([S:24][CH3:25])=[CH:20][CH:19]=2)=[N:6]1)[CH:2]([CH3:4])[CH3:3]. Reported procedure: Following the procedure of Example 1(10), 2-isobutyl-4-methanesulfonyloxymethyl-6-[4-(methylthio)phenyl]-2H-pyridazin-3-one and propargylamine were reacted to yield the title compound as a yellow oil (yield: 52.2%).